Task: describe an organic reaction: reactants, conditions, products, and yield. Dataset: the Open Reaction Database (ORD), a public repository of structured organic reaction records Reactants: O (water), C([O-])([O-])=O.[K+].[K+] (potassium carbonate), BrC1=C(C=CC=C1)S (2-bromobenzenethiol), ICC (iodoethane). The solvent is CC(=O)C (acetone). Reaction conditions: time 10 minute. The product is BrC1=C(C=CC=C1)SCC (1-bromo-2-ethylsulfanyl-benzene). RXN SMILES: C(=O)([O-])[O-].[K+].[K+].[Br:7][C:8]1[CH:13]=[CH:12][CH:11]=[CH:10][C:9]=1[SH:14].I[CH2:16][CH3:17].O>CC(C)=O>[Br:7][C:8]1[CH:13]=[CH:12][CH:11]=[CH:10][C:9]=1[S:14][CH2:16][CH3:17] |f:0.1.2|. Procedure details: Add potassium carbonate (2.20 g, 15.92 mmol) to 2-bromobenzenethiol (2.00 g, 10.58 mmol) in acetone and stir at room temperature. After 10 minutes, add iodoethane (1.82 g, 11.67 mmol) with stirring. After 18 hours, add water and extract with ethyl acetate. Combine the organic extracts, wash with water and brine, dry over anhydrous magnesium sulfate, filter, and concentrate under reduced pressure. Purify the residue by flash chromatography eluting with ethyl acetate:hexanes to provide the title c... Starting materials: [N+](=O)([O-])C=1C=NC2=CC=CN=C2C1O (3-nitro[1,5]naphthyridin-4-ol), ONCC(C)C (hydroxyisobutylamine), O (water), P(=O)(Cl)(Cl)Cl (Phosphorus oxychloride), ice water. The solvent is CN(C=O)C (N,N-dimethylformamide), CN(C=O)C (N,N-dimethylformamide). Run at temperature 60 celsius. Yields the product CC(CNC1=C(C=NC2=CC=CN=C12)[N+](=O)[O-])(O)C (1,1-dimethyl-2-[(3-nitro[1,5]naphthyridin-4-yl)amino]ethanol). Reaction SMILES: P(Cl)(Cl)(Cl)=O.[N+:6]([C:9]1[CH:10]=[N:11][C:12]2[C:17]([C:18]=1O)=[N:16][CH:15]=[CH:14][CH:13]=2)([O-:8])=[O:7].O[NH:21][CH2:22][CH:23]([CH3:25])[CH3:24].[OH2:26]>CN(C)C=O>[CH3:24][C:23]([CH3:25])([OH:26])[CH2:22][NH:21][C:18]1[C:17]2[C:12](=[CH:13][CH:14]=[CH:15][N:16]=2)[N:11]=[CH:10][C:9]=1[N+:6]([O-:8])=[O:7]. Reported procedure: Phosphorus oxychloride (4 mL, 43 mmol) was reacted with N,N-dimethylformamide (15 mL) while chilling in an ice bath. This mixture was added to a solution of 3-nitro[1,5]naphthyridin-4-ol (6.9 g, 36.1 mmol) in N,N-dimethylformamide (60 mL). The reaction mixture was warmed in an oil bath to 60° C. After 3 hours the reaction mixture was poured into ice water. The resulting precipitate was isolated by filtration and then washed with water. The wet crude 5-chloro-3-nitro[1,5]naphthyridine was suspend... Reactants: O(S(=O)(=O)C(F)(F)F)C=C (vinyl triflate), C([O-])([O-])=O.[Na+].[Na+] (sodium carbonate), C(C)B(C=1C=NC=CC1)CC (diethyl(3-pyridyl)borane), FC(S(=O)(=O)OC=1[C@]2(C)[C@@H](CC1)[C@@H]1CC=C3C[C@H](CC[C@]3(C)[C@H]1CC2)OC(C)=O)(F)F (3β-acetoxyandrosta-5,16-dien-17-yl trifluoromethanesulphonate). Run in O1CCCC1 (tetrahydrofuran), O (water), C(C)(=O)OCC (ethyl acetate). Product: CC(=O)O[C@H]1CC[C@@]2([C@H]3CC[C@]4([C@H]([C@@H]3CC=C2C1)CC=C4C=5C=CC=NC5)C)C (abiraterone acetate). As a reaction SMILES: O(C=C)S(C(F)(F)F)(=O)=O.C(B(CC)[C:14]1[CH:15]=[N:16][CH:17]=[CH:18][CH:19]=1)C.FC(F)(F)S(O[C:28]1[C@:29]2([CH2:46][CH2:45][C@H:44]3[C@@H:34]([CH2:35][CH:36]=[C:37]4[C@:42]3([CH3:43])[CH2:41][CH2:40][C@H:39]([O:47][C:48](=[O:50])[CH3:49])[CH2:38]4)[C@@H:31]2[CH2:32][CH:33]=1)[CH3:30])(=O)=O.C(=O)([O-])[O-].[Na+].[Na+]>O.C(OCC)(=O)C.O1CCCC1>[CH3:49][C:48]([O:47][C@@H:39]1[CH2:38][C:37]2[C@@:42]([CH3:43])([C@@H:44]3[C@@H:34]([CH2:35][CH:36]=2)[C@@H:31]2[CH2:32][CH:33]=[C:28]([C:14]4[CH:19]=[CH:18][CH:17]=[N:16][CH:15]=4)[C@@:29]2([CH3:30])[CH2:46][CH2:45]3)[CH2:41][CH2:40]1)=[O:50] |f:3.4.5|. Reported procedure: Trifluoromethanesulphonic anhydride (235 g) is dropped into a solution of prasterone acetate (250 g) in methylene chloride (5 L), maintaining the temperature between −5° C. and 0° C., and anhydrous sodium carbonate (80 g) is added in portions. The mixture is stirred for 4 h at 0-5° C. Cold water (2.5 L) is added and the organic phase is separated and washed with a 10% sodium chloride aqueous solution. The mixture is treated with decolourising carbon (120 g), and then concentrated under vacuum to... Starting materials: CC(=O)N1c2c(ccn3c(C)c(C)nc23)C(O)C(O)C1c1ccccc1, O=C([O-])[O-], [K+], [K+], NCCO. Product: Cc1nc2c3c(ccn2c1C)C(O)C(O)C(c1ccccc1)N3. As a reaction SMILES: [C:1](=[O:2])([CH3:3])[N:4]1[CH:5]([c:21]2[cH:22][cH:23][cH:24][cH:25][cH:26]2)[CH:6]([OH:20])[CH:7]([OH:19])[c:8]2[cH:9][cH:10][n:11]3[c:12]([c:13]21)[n:14][c:15]([CH3:18])[c:16]3[CH3:17].[C:27](=[O:28])([O-:29])[O-:30].[K+:31].[K+:32].[NH2:33][CH2:34][CH2:35][OH:36]>>[NH:4]1[CH:5]([c:21]2[cH:22][cH:23][cH:24][cH:25][cH:26]2)[CH:6]([OH:20])[CH:7]([OH:19])[c:8]2[cH:9][cH:10][n:11]3[c:12]([c:13]21)[n:14][c:15]([CH3:18])[c:16]3[CH3:17]. Starting materials: CCSc1cccc2c1C(c1cccc(Cl)c1)=NCc1nnc(CCl)n1-2, NC1CC1, [I-], [K+], C1CCOC1. The product is CCSc1cccc2c1C(c1cccc(Cl)c1)=NCc1nnc(CNC3CC3)n1-2. RXN SMILES: [CH2:3]([CH3:4])[S:5][c:6]1[cH:7][cH:8][cH:9][c:10]2[c:11]1[C:12]([c:22]1[cH:23][c:24]([Cl:28])[cH:25][cH:26][cH:27]1)=[N:13][CH2:14][c:15]1[n:16]-2[c:17]([CH2:20][Cl:21])[n:18][n:19]1.[CH:29]1([NH2:32])[CH2:30][CH2:31]1.[I-:2].[K+:1].[O:33]1[CH2:34][CH2:35][CH2:36][CH2:37]1>>[CH2:3]([CH3:4])[S:5][c:6]1[cH:7][cH:8][cH:9][c:10]2[c:11]1[C:12]([c:22]1[cH:23][c:24]([Cl:28])[cH:25][cH:26][cH:27]1)=[N:13][CH2:14][c:15]1[n:16]-2[c:17]([CH2:20][NH:32][CH:29]2[CH2:30][CH2:31]2)[n:18][n:19]1. Reactants: CN (Methylamine), C(CCl)Cl (EDC), C=1C=CC2=C(C1)N=NN2O (HOBT), C([O-])(O)=O.[Na+] (sodium bicarbonate), ClC=1C=C2C=C(NC2=C(C1)NC1CCOCC1)C=1SC[C@H](N1)CC(=O)O ({(R)-2-[5-chloro-7-(tetrahydro-pyran-4-ylamino)-1H-indol-2-yl]-4,5-dihydro-thiazol-4-yl}-acetic acid). Solvent: CN(C=O)C (N,N-dimethylformamide). Reaction conditions: time 8 hour. The product is ClC=1C=C2C=C(NC2=C(C1)NC1CCOCC1)C=1SC[C@H](N1)CC(=O)NC (2-{(R)-2-[5-chloro-7-(tetrahydro-pyran-4-ylamino)-1H-indol-2-yl]-4,5-dihydro-thiazol-4-yl}-N-methyl-acetamide). Yield: 40.2%. Reaction SMILES: [Cl:1][C:2]1[CH:3]=[C:4]2[C:8](=[C:9]([NH:11][CH:12]3[CH2:17][CH2:16][O:15][CH2:14][CH2:13]3)[CH:10]=1)[NH:7][C:6]([C:18]1[S:19][CH2:20][C@@H:21]([CH2:23][C:24](O)=[O:25])[N:22]=1)=[CH:5]2.CN.C(Cl)CCl.C1C=CC2N(O)N=[N:39][C:37]=2C=1.C(=O)(O)[O-].[Na+]>CN(C)C=O>[Cl:1][C:2]1[CH:3]=[C:4]2[C:8](=[C:9]([NH:11][CH:12]3[CH2:13][CH2:14][O:15][CH2:16][CH2:17]3)[CH:10]=1)[NH:7][C:6]([C:18]1[S:19][CH2:20][C@@H:21]([CH2:23][C:24]([NH:39][CH3:37])=[O:25])[N:22]=1)=[CH:5]2 |f:4.5|. Reported procedure: The compound (44 mg, 0.11 mmol) prepared in Example 31 was dissolved in N,N-dimethylformamide (2 ml). Methylamine (0.08 ml, 2M in THF, 0.17 mmol), EDC (36 mg, 0.19 mmol) and HOBT (30 mg, 0.22 mmol) were added thereto, and the mixture was stirred for 8 h at room temperature. After completion of the reaction, saturated sodium bicarbonate solution was added. The mixture was extracted with ethyl acetate, dried over anhydrous magnesium sulfate, and filtered. The filtrate was distilled under reduced p... Starting materials: Cl.NCC1=C(N(C2=NC(=CC=C2C1=O)C(F)(F)F)C1=CC=CC=C1)C(=O)OC (methyl 3-(aminomethyl)-4-oxo-1-phenyl-7-(trifluoromethyl)-1,4-dihydro-1,8-naphthyridine-2-carboxylate hydrochloride), CN1N=C(N=N1)C1=CC=C(C(=O)O)C=C1 (4-(2-methyl-2H-tetrazol-5-yl)-benzoic acid). Yields the product COC(=O)C=1N(C2=NC(=CC=C2C(C1CNC(C1=CC=C(C=C1)C=1N=NN(N1)C)=O)=O)C(F)(F)F)C1=CC=CC=C1 (3-{[4-(2-Methyl-2H-tetrazol-5-yl)-benzoylamino]-methyl}-4-oxo-1-phenyl-7-trifluoromethyl-1,4-dihydro-[1,8]-naphthyridine-2-carboxylic acid methyl ester). RXN SMILES: Cl.[NH2:2][CH2:3][C:4]1[C:13](=[O:14])[C:12]2[C:7](=[N:8][C:9]([C:15]([F:18])([F:17])[F:16])=[CH:10][CH:11]=2)[N:6]([C:19]2[CH:24]=[CH:23][CH:22]=[CH:21][CH:20]=2)[C:5]=1[C:25]([O:27][CH3:28])=[O:26].[CH3:29][N:30]1[N:34]=[N:33][C:32]([C:35]2[CH:43]=[CH:42][C:38]([C:39](O)=[O:40])=[CH:37][CH:36]=2)=[N:31]1>>[CH3:28][O:27][C:25]([C:5]1[N:6]([C:19]2[CH:20]=[CH:21][CH:22]=[CH:23][CH:24]=2)[C:7]2[C:12]([C:13](=[O:14])[C:4]=1[CH2:3][NH:2][C:39](=[O:40])[C:38]1[CH:42]=[CH:43][C:35]([C:32]3[N:33]=[N:34][N:30]([CH3:29])[N:31]=3)=[CH:36][CH:37]=1)=[CH:11][CH:10]=[C:9]([C:15]([F:16])([F:17])[F:18])[N:8]=2)=[O:26] |f:0.1|. Procedure: 3-{[4-(2-Methyl-2H-tetrazol-5-yl)-benzoylamino]-methyl}-4-oxo-1-phenyl-7-trifluoromethyl-1,4-dihydro-[1,8]-naphthyridine-2-carboxylic acid methyl ester was prepared starting from intermediate J and 4-(2-methyl-2H-tetrazol-5-yl)-benzoic acid. 1H NMR (300 MHz, DMSO-d6) δ ppm 8.91 (d, J=8.15 Hz, 1H) 8.71 (br. s., 1H) 8.07-8.17 (m, 2H) 7.90-8.03 (m, 3H) 7.52-7.62 (m, 3H) 7.39-7.50 (m, 2H) 4.48 (d, J=4.83 Hz, 2H) 4.44 (s, 3H) 3.41 (s, 3H). LCMS calcd. for C27H20F3N7O4 [(M+H)+] 563.1, obsd. 564.1.